Dataset: the Open Reaction Database (ORD), a public repository of structured organic reaction records. Task: describe an organic reaction: reactants, conditions, products, and yield The reactants are ClC1=NC=2C=CC(=C(C2C=C1)C(=O)NCC1CCCCC1)Cl (2,6-dichloro-N-(cyclohexylmethyl)-5-quinolinecarboxamide), N1[C@H](C(=O)OC(C)(C)C)CCC1 (L-proline, 1,1-dimethylethyl ester). Yields the product CC(C)(C)OC([C@H]1N(CCC1)C1=NC2=CC=C(C(=C2C=C1)C(=O)NCC1CCCCC1)Cl)=O (1-[6-Chloro-5-[[(cyclohexylmethyl)amino]carbonyl]-2-quinolinyl]-L-proline 1,1-dimethylethyl Ester). As a reaction SMILES: Cl[C:2]1[CH:11]=[CH:10][C:9]2[C:8]([C:12]([NH:14][CH2:15][CH:16]3[CH2:21][CH2:20][CH2:19][CH2:18][CH2:17]3)=[O:13])=[C:7]([Cl:22])[CH:6]=[CH:5][C:4]=2[N:3]=1.[NH:23]1[CH2:34][CH2:33][CH2:32][C@H:24]1[C:25]([O:27][C:28]([CH3:31])([CH3:30])[CH3:29])=[O:26]>>[CH3:31][C:28]([O:27][C:25](=[O:26])[C@@H:24]1[CH2:32][CH2:33][CH2:34][N:23]1[C:2]1[CH:11]=[CH:10][C:9]2[C:4](=[CH:5][CH:6]=[C:7]([Cl:22])[C:8]=2[C:12]([NH:14][CH2:15][CH:16]2[CH2:21][CH2:20][CH2:19][CH2:18][CH2:17]2)=[O:13])[N:3]=1)([CH3:29])[CH3:30]. Procedure: Prepared according to the method of example 30, using 2,6-dichloro-N-(cyclohexylmethyl)-5-quinolinecarboxamide Example 43(a)) (200 mg) and L-proline, 1,1-dimethylethyl ester (305 mg). Purification (SiO2, ethyl acetate:isohexane 20:80 as eluant) gave the sub-title compound as an oil (200 mg).